Dataset: the Open Reaction Database (ORD), a public repository of structured organic reaction records. Task: describe an organic reaction: reactants, conditions, products, and yield The reactants are [H-], CI, [Na+], CN(C)C=O, CS(=O)(=O)Nc1cc([N+](=O)[O-])ccc1C(=O)N1CCOCC1. Product: CN(c1cc([N+](=O)[O-])ccc1C(=O)N1CCOCC1)S(C)(=O)=O. RXN SMILES: [H-:26].[I:1][CH3:2].[Na+:25].[O:27]=[CH:28][N:29]([CH3:30])[CH3:31].[O:3]1[CH2:4][CH2:5][N:6]([C:9](=[O:10])[c:11]2[c:12]([NH:20][S:21](=[O:22])(=[O:23])[CH3:24])[cH:13][c:14]([N+:17](=[O:18])[O-:19])[cH:15][cH:16]2)[CH2:7][CH2:8]1>>[CH3:2][N:20]([c:12]1[c:11]([C:9]([N:6]2[CH2:5][CH2:4][O:3][CH2:8][CH2:7]2)=[O:10])[cH:16][cH:15][c:14]([N+:17](=[O:18])[O-:19])[cH:13]1)[S:21](=[O:22])(=[O:23])[CH3:24]. Reactants: COc1cc(Br)c2cc[nH]c2c1, CCCC[N+](CCCC)(CCCC)CCCC, ClCCl, [Na+], [OH-], O=S(=O)([O-])O, O=S(=O)(Cl)c1ccccc1. Yields the product COc1cc(Br)c2ccn(S(=O)(=O)c3ccccc3)c2c1. Reaction SMILES: [Br:1][c:2]1[c:3]2[cH:4][cH:5][nH:6][c:7]2[cH:8][c:9]([O:11][CH3:12])[cH:10]1.[CH2:33]([N+:34]([CH2:35][CH2:36][CH2:37][CH3:38])([CH2:39][CH2:40][CH2:41][CH3:42])[CH2:43][CH2:44][CH2:45][CH3:46])[CH2:47][CH2:48][CH3:49].[Cl:25][CH2:26][Cl:27].[Na+:24].[OH-:23].[S:28]([O-:29])([OH:30])(=[O:31])=[O:32].[c:13]1([S:19](=[O:20])(=[O:21])[Cl:22])[cH:14][cH:15][cH:16][cH:17][cH:18]1>>[Br:1][c:2]1[c:3]2[cH:4][cH:5][n:6]([S:19]([c:13]3[cH:14][cH:15][cH:16][cH:17][cH:18]3)(=[O:20])=[O:21])[c:7]2[cH:8][c:9]([O:11][CH3:12])[cH:10]1. Starting materials: ClC1=CC=C(CNC(C)CC)C=C1 (N-(4-chlorobenzyl)N-sec.-butylamine), C1(=CC=CC=C1)N=C=O (phenyl isocyanate). Solvent: CCOCC (ether), CCOCC (ether). Product: ClC1=CC=C(CN(C(=O)NC2=CC=CC=C2)C(C)CC)C=C1 (N-(4-chlorobenzyl)-N-sec.-butyl-N'-phenylurea). Yield: 92.6%. Reaction SMILES: [Cl:1][C:2]1[CH:13]=[CH:12][C:5]([CH2:6][NH:7][CH:8]([CH2:10][CH3:11])[CH3:9])=[CH:4][CH:3]=1.[C:14]1([N:20]=[C:21]=[O:22])[CH:19]=[CH:18][CH:17]=[CH:16][CH:15]=1>CCOCC>[Cl:1][C:2]1[CH:3]=[CH:4][C:5]([CH2:6][N:7]([CH:8]([CH2:10][CH3:11])[CH3:9])[C:21]([NH:20][C:14]2[CH:19]=[CH:18][CH:17]=[CH:16][CH:15]=2)=[O:22])=[CH:12][CH:13]=1. Procedure details: 30 g (0.15 mole) of N-(4-chlorobenzyl)N-sec.-butylamine were dissolved in 500 ml of ether. To the resulting solution, a solution of 18 g (0.15 mole) of phenyl isocyanate in 50 ml of ether was added dropwise, under cooling and stirring. After the dropwise addition, the temperature of the solution was gradually raised, and the solution was then stirred at room temperature for about 10 hours. The crystals which had been formed were separated by filtration. After recrystallization with a solvent mix... The reactants are ClC1=C(C=CC=C1)NC(C(C(=O)OCC)C)=O (ethyl 3-(2-chlorophenylamino)-2-methyl-3-oxopropanoate). Run in C1CCOC1 (THF). Yields the product ClC1=C(C=CC=C1)NC(C(C(=O)O)C)=O (3-(2-chlorophenylamino)-2-methyl-3-oxopropanoic acid). RXN SMILES: [Cl:1][C:2]1[CH:7]=[CH:6][CH:5]=[CH:4][C:3]=1[NH:8][C:9](=[O:17])[CH:10]([CH3:16])[C:11]([O:13]CC)=[O:12]>C1COCC1>[Cl:1][C:2]1[CH:7]=[CH:6][CH:5]=[CH:4][C:3]=1[NH:8][C:9](=[O:17])[CH:10]([CH3:16])[C:11]([OH:13])=[O:12]. Reported procedure: The acid was prepared according to Procedure B using ethyl 3-(2-chlorophenylamino)-2-methyl-3-oxopropanoate (1.8 g, 7.04 mmol) in THF (7.0 mL) to give 3-(2-chlorophenylamino)-2-methyl-3-oxopropanoic acid. Mass Spectrum (ESI) m/e=228.1 (M+1). The reactants are BrC1C(NC2=CC=CC=3C(C4=CC=CC=C4C(C23)=O)=O)(C=CC(=C1)CCCCCCCCCCCC)N (2-bromo-1-amino-p-dodecyl-anilino-anthraquinone), [OH-].[Na+] (caustic soda), C(CCCCCCCCCCCCCCC)C1=CC=C(C=C1)O (p-n-hexadecylphenol), aqueous solution, [OH-].[Na+] (caustic soda). The product is NC1(NC2=CC=CC=3C(C4=CC=CC=C4C(C23)=O)=O)C(C=C(C=C1)CCCCCCCCCCCC)OC1=CC=C(C=C1)CCCCCCCCCCCCCCCC (1-amino-2-p-n-hexadecylphenoxy-4-dodecylanilinoanthroquinone). RXN SMILES: Br[CH:2]1[CH:24]=[C:23]([CH2:25][CH2:26][CH2:27][CH2:28][CH2:29][CH2:30][CH2:31][CH2:32][CH2:33][CH2:34][CH2:35][CH3:36])[CH:22]=[CH:21][C:3]1([NH2:37])[NH:4][C:5]1[C:18]2[C:17](=[O:19])[C:16]3[C:11](=[CH:12][CH:13]=[CH:14][CH:15]=3)[C:10](=[O:20])[C:9]=2[CH:8]=[CH:7][CH:6]=1.[OH-].[Na+].[CH2:40]([C:56]1[CH:61]=[CH:60][C:59]([OH:62])=[CH:58][CH:57]=1)[CH2:41][CH2:42][CH2:43][CH2:44][CH2:45][CH2:46][CH2:47][CH2:48][CH2:49][CH2:50][CH2:51][CH2:52][CH2:53][CH2:54][CH3:55]>>[NH2:37][C:3]1([CH:2]=[CH:24][C:23]([CH2:25][CH2:26][CH2:27][CH2:28][CH2:29][CH2:30][CH2:31][CH2:32][CH2:33][CH2:34][CH2:35][CH3:36])=[CH:22][CH:21]1[O:62][C:59]1[CH:58]=[CH:57][C:56]([CH2:40][CH2:41][CH2:42][CH2:43][CH2:44][CH2:45][CH2:46][CH2:47][CH2:48][CH2:49][CH2:50][CH2:51][CH2:52][CH2:53][CH2:54][CH3:55])=[CH:61][CH:60]=1)[NH:4][C:5]1[C:18]2[C:17](=[O:19])[C:16]3[C:11](=[CH:12][CH:13]=[CH:14][CH:15]=3)[C:10](=[O:20])[C:9]=2[CH:8]=[CH:7][CH:6]=1 |f:1.2|. Procedure: A mixture of 56 g of 2-bromo-1-amino-p-dodecyl-anilino-anthraquinone, 10 g of caustic soda powder and 700 g of p-n-hexadecylphenol was heated at 170°-175° C. for 4 hours. Then, 2000 g of a 5% aqueous solution of caustic soda were added thereto, and the resulting blue precipitate was recovered by filtration, washed sufficiently and dried to yield 1-amino-2-p-n-hexadecylphenoxy-4-dodecylanilinoanthroquinone. The reaction is expressed by the following formula: ##STR11## The reactants are ClC1=C(C=CC(=C1)Cl)C=1N=C(C(=NC1CC)N[C@H]1[C@H](CC2=CC=CC=C12)OCC)CC (5-(2,4-dichlorophenyl)-N-[(1R,2S)-2-ethoxy-2,3-dihydro-1H-inden-1-yl]-3,6-diethylpyrazin-2-amine), C(C)C=1C(=NC(=C(N1)C1=C(C=C(C=C1)OC)C)CC)N[C@@H]1[C@@H](COC1)O (cis-(+/−)-4-{[3,6-diethyl-5-(4-methoxy-2-methylphenyl)pyrazin-2-yl]amino}tetrahydrofuran-3-ol). Yields the product C(C)O[C@@H]1[C@@H](COC1)NC1=NC(=C(N=C1CC)C1=C(C=C(C=C1)OC)C)CC (cis-(+/−)-N-[4-ethoxytetrahydrofuran-3-yl]-3,6-diethyl-5-(4-methoxy-2-methylphenyl)pyrazin-2-amine). Reaction SMILES: Cl[C:2]1C=C(Cl)C=C[C:3]=1C1N=C(CC)C(N[C@@H]2C3C(=CC=CC=3)C[C@@H]2OCC)=NC=1CC.[CH2:32]([C:34]1[C:35]([NH:51][C@H:52]2[CH2:56][O:55][CH2:54][C@H:53]2[OH:57])=[N:36][C:37]([CH2:49][CH3:50])=[C:38]([C:40]2[CH:45]=[CH:44][C:43]([O:46][CH3:47])=[CH:42][C:41]=2[CH3:48])[N:39]=1)[CH3:33]>>[CH2:2]([O:57][C@H:53]1[CH2:54][O:55][CH2:56][C@H:52]1[NH:51][C:35]1[C:34]([CH2:32][CH3:33])=[N:39][C:38]([C:40]2[CH:45]=[CH:44][C:43]([O:46][CH3:47])=[CH:42][C:41]=2[CH3:48])=[C:37]([CH2:49][CH3:50])[N:36]=1)[CH3:3]. Reported procedure: Following the procedure for the preparation of 5-(2,4-dichlorophenyl)-N-[(1R,2S)-2-ethoxy-2,3-dihydro-1H-inden-1-yl]-3,6-diethylpyrazin-2-amine but substituting of cis-(+/−)-4-{[3,6-diethyl-5-(4-methoxy-2-methylphenyl)pyrazin-2-yl]amino}tetrahydrofuran-3-ol and making non-critical variations provided the title compound as a light yellow solid. IR (liq.) 2972, 2935, 2874, 1609, 1564, 1481, 1395, 1294, 1243, 1204, 1160, 1123, 1077, 1069, 1058 cm−1; OAMS supporting ions at: ESI+ 386.2; MS (EI) m/z ...